This data is from the Open Reaction Database (ORD), a public repository of structured organic reaction records. The task is: describe an organic reaction: reactants, conditions, products, and yield Starting materials: C1=CNC2=C1C(=NC=N2)Cl (6-chloro-7-deazapurine), NC1=C(OC=C1)C(=O)OC (methyl 3-amino-2-furoate), Cl (hydrochloric acid). Solvent: C(C)(C)(C)O (tert-butanol), CO (methanol). Yields the product COC(=O)C=1OC=CC1NC=1C2=C(N=CN1)NC=C2 (3-(7H-pyrrolo[2,3-d]pyrimidin-4-ylamino)-furan-2-carboxylic acid methyl ester). Yield: 17.9%. RXN SMILES: [CH:1]1[C:5]2[C:6](Cl)=[N:7][CH:8]=[N:9][C:4]=2[NH:3][CH:2]=1.[NH2:11][C:12]1[CH:16]=[CH:15][O:14][C:13]=1[C:17]([O:19][CH3:20])=[O:18].Cl>C(O)(C)(C)C.CO>[CH3:20][O:19][C:17]([C:13]1[O:14][CH:15]=[CH:16][C:12]=1[NH:11][C:6]1[C:5]2[CH:1]=[CH:2][NH:3][C:4]=2[N:9]=[CH:8][N:7]=1)=[O:18]. Procedure: A suspension of 6-chloro-7-deazapurine (100.00 mg; 0.65 mmol), methyl 3-amino-2-furoate (138 mg; 0.98 mmol) and concentrated hydrochloric acid (55 μL; 0.65 mmol) in tert-butanol (2 mL) was microwaved at 75° C. for 3 h. The reaction mixture was diluted with methanol (2 mL) and purified by chromatography on a SP1 Biotage system, using dichloromethane and methanol as eluents to afford 3-(7H-pyrrolo[2,3-d]pyrimidin-4-ylamino)-furan-2-carboxylic acid methyl ester (30 mg, 18%) as a white solid. (HPLC:... Starting materials: OC1CC2CC1CN(Cc1ccccc1)C2, C[N+]1([O-])CCOCC1, CCC[N+](CCC)(CCC)CCC, ClCCl, O=[Ru](=O)(=O)[O-]. Product: O=C1CC2CC1CN(Cc1ccccc1)C2. RXN SMILES: [CH2:1]([c:2]1[cH:3][cH:4][cH:5][cH:6][cH:7]1)[N:8]1[CH2:9][CH:10]2[CH2:11][CH:12]([OH:16])[CH:13]([CH2:14]1)[CH2:15]2.[CH3:17][N+:18]1([O-:19])[CH2:20][CH2:21][O:22][CH2:23][CH2:24]1.[CH3:28][CH2:29][CH2:30][N+:31]([CH2:32][CH2:33][CH3:34])([CH2:35][CH2:36][CH3:37])[CH2:38][CH2:39][CH3:40].[Cl:25][CH2:26][Cl:27].[O:41]=[Ru:42](=[O:43])([O-:44])=[O:45]>>[CH2:1]([c:2]1[cH:3][cH:4][cH:5][cH:6][cH:7]1)[N:8]1[CH2:9][CH:10]2[CH2:11][C:12](=[O:16])[CH:13]([CH2:14]1)[CH2:15]2. The reactants are BrC1=CN=C(S1)C1(CCC2(OCCO2)CC1)O (8-(5-bromo-1,3-thiazol-2-yl)-1,4-dioxaspiro[4.5]decan-8-ol), Cl (HCl), KHCO3, CCOC(=O)C (EtOAc), O (water). The solvent is C1CCOC1 (THF). Product: BrC1=CN=C(S1)C1(CCC(CC1)=O)O (4-(5-bromo-1,3-thiazol-2-yl)-4-hydroxycyclohexanone). Yield: 81.9%. As a reaction SMILES: [Br:1][C:2]1[S:6][C:5]([C:7]2([OH:17])[CH2:16][CH2:15][C:10]3(OCC[O:11]3)[CH2:9][CH2:8]2)=[N:4][CH:3]=1.Cl.CCOC(C)=O.O>C1COCC1>[Br:1][C:2]1[S:6][C:5]([C:7]2([OH:17])[CH2:8][CH2:9][C:10](=[O:11])[CH2:15][CH2:16]2)=[N:4][CH:3]=1. Procedure: The product of Step 1 (3.0 g, 9.4 mmol) was dissolved in 30 mL of 1:1 THF:HCl (3N) and heated at 50° C. for 8 hours and the solution neutralized with solid KHCO3 and then EtOAc (100 mL) and water (20 mL) were added. The aqueous layer was then extracted with EtOAc (50 mL) and the combined organic layers were washed with brine (50 mL), evaporated to a slurry which was treated with hexanes (20 mL). Filtration and drying afforded 4-(5-bromo-1,3-thiazol-2-yl)-4-hydroxycyclohexanone as a white solid (... Starting materials: FC(OC1=CC=C(C=C1)Br)(F)F (4-trifluoromethoxybromobenzene), [Mg] (magnesium), solution, N1(N=CC=C1)C(C(=O)OC)C (methyl 2-(1H-pyrazol-1-yl)propionate), II (iodine), Cl (hydrochloric acid). Run in O1CCCC1 (tetrahydrofuran), O1CCCC1 (tetrahydrofuran), O (water), O1CCCC1 (tetrahydrofuran). Reaction conditions: time 2 hour. Yields the product FC(OC1=CC=C(C=C1)C(C(C)N1N=CC=C1)(O)C1=CC=C(C=C1)OC(F)(F)F)(F)F (1,1-bis(4-trifluoromethoxyphenyl)-2-(1H-pyrazol-1-yl)propanol). The yield is 8.6%. Reaction SMILES: [F:1][C:2]([F:12])([F:11])[O:3][C:4]1[CH:9]=[CH:8][C:7](Br)=[CH:6][CH:5]=1.[Mg].II.[N:16]1([CH:21]([CH3:26])[C:22]([O:24]C)=O)[CH:20]=[CH:19][CH:18]=[N:17]1.Cl>O1CCCC1.O>[F:1][C:2]([F:12])([F:11])[O:3][C:4]1[CH:9]=[CH:8][C:7]([C:22]([C:7]2[CH:6]=[CH:5][C:4]([O:3][C:2]([F:1])([F:11])[F:12])=[CH:9][CH:8]=2)([OH:24])[CH:21]([N:16]2[CH:20]=[CH:19][CH:18]=[N:17]2)[CH3:26])=[CH:6][CH:5]=1. Procedure: A solution of 4-trifluoromethoxybromobenzene (6.3 g) in dry tetrahydrofuran (40 cm3) was added dropwise to a stirred mixture of magnesium turnings (0.62 g), dry tetrahydrofuran (10 cm3) and a crystal of iodine under a nitrogen atmosphere. The reaction commenced after about 3 cm3 of the solution had been added and the mixture was warmed gently for a few minutes. When the addition was complete the mixture was stirred for 2 hours after which a solution of methyl 2-(1H-pyrazol-1-yl)propionate (2.0 g... The reactants are NC1=NC2(COC1)c1cc(Br)ccc1Oc1ccc(I)cc12, COCCOC, OB(O)c1ccnc(F)c1, [Na+], [Na+], O=C([O-])[O-], O, c1ccc(P(c2ccccc2)(c2ccccc2)[Pd](P(c2ccccc2)(c2ccccc2)c2ccccc2)(P(c2ccccc2)(c2ccccc2)c2ccccc2)P(c2ccccc2)(c2ccccc2)c2ccccc2)cc1. Product: NC1=NC2(COC1)c1cc(Br)ccc1Oc1ccc(-c3ccnc(F)c3)cc12. RXN SMILES: [Br:17][c:18]1[cH:19][c:20]2[c:21]([cH:22][cH:23]1)[O:24][c:25]1[cH:26][cH:27][c:28]([I:38])[cH:29][c:30]1[C:31]21[CH2:32][O:33][CH2:34][C:35]([NH2:37])=[N:36]1.[CH3:39][O:40][CH2:41][CH2:42][O:43][CH3:44].[F:7][c:8]1[n:9][cH:10][cH:11][c:12]([B:14]([OH:15])[OH:16])[cH:13]1.[Na+:1].[Na+:2].[O-:3][C:4](=[O:5])[O-:6].[OH2:45].[cH:46]1[cH:47][cH:48][c:49]([P:50]([Pd:51]([P:52]([c:53]2[cH:54][cH:55][cH:56][cH:57][cH:58]2)([c:59]2[cH:60][cH:61][cH:62][cH:63][cH:64]2)[c:65]2[cH:66][cH:67][cH:68][cH:69][cH:70]2)([P:71]([c:72]2[cH:73][cH:74][cH:75][cH:76][cH:77]2)([c:78]2[cH:79][cH:80][cH:81][cH:82][cH:83]2)[c:84]2[cH:85][cH:86][cH:87][cH:88][cH:89]2)[P:90]([c:91]2[cH:92][cH:93][cH:94][cH:95][cH:96]2)([c:97]2[cH:98][cH:99][cH:100][cH:101][cH:102]2)[c:103]2[cH:104][cH:105][cH:106][cH:107][cH:108]2)([c:109]2[cH:110][cH:111][cH:112][cH:113][cH:114]2)[c:115]2[cH:116][cH:117][cH:118][cH:119][cH:120]2)[cH:121][cH:122]1>>[F:7][c:8]1[n:9][cH:10][cH:11][c:12](-[c:28]2[cH:27][cH:26][c:25]3[c:30]([cH:29]2)[C:31]2([c:20]4[cH:19][c:18]([Br:17])[cH:23][cH:22][c:21]4[O:24]3)[CH2:32][O:33][CH2:34][C:35]([NH2:37])=[N:36]2)[cH:13]1.